Dataset: the Open Reaction Database (ORD), a public repository of structured organic reaction records. Task: describe an organic reaction: reactants, conditions, products, and yield The solvent is C(C)O (ethanol). Reported procedure: The title compound was prepared according to General Method 3. 2,3,4,5-Tetrahydro-2-methyl-5-(2-(pyridin-4-yl)ethyl)-1H-pyrido[4,3-b]indole was prepared from 2,3,4,5-tetrahydro-2-methyl-1H-pyrido[4,3-b]indole (See Example 3) (200 mg, 1.07 mmol), 4-vinylpyridine (0.26 mL, 2.41 mmol), sodium (5 mg, 0.21 g atom) and CuSO4 (5 mg, catalytic) in ethanol (4 mL) at 120° C. for 16 h (overnight) to obtain 60 mg of 2,3,4,5-tetrahydro-2-methyl-5-(2-(pyridin-4-yl)ethyl)-1H-pyrido[4,3-b]indole as trifluoroace... Reactants: CN1CC2=C(NC=3C=CC=CC23)CC1 (2,3,4,5-tetrahydro-2-methyl-1H-pyrido[4,3-b]indole), C(=C)C1=CC=NC=C1 (4-vinylpyridine), [Na] (sodium), FC(C(=O)[O-])(F)F (trifluoroacetate). The product is CN1CC2=C(N(C=3C=CC=CC23)CCC2=CC=NC=C2)CC1 (2,3,4,5-tetrahydro-2-methyl-5-(2-(pyridin-4-yl)ethyl)-1H-pyrido[4,3-b]indole). Yield: 19.2%. Reagents/catalysts: [O-]S(=O)(=O)[O-].[Cu+2] (CuSO4). Reaction SMILES: [CH3:1][N:2]1[CH2:14][CH2:13][C:5]2[NH:6][C:7]3[CH:8]=[CH:9][CH:10]=[CH:11][C:12]=3[C:4]=2[CH2:3]1.[CH:15]([C:17]1[CH:22]=[CH:21][N:20]=[CH:19][CH:18]=1)=[CH2:16].[Na].FC(F)(F)C([O-])=O>C(O)C.[O-]S([O-])(=O)=O.[Cu+2]>[CH3:1][N:2]1[CH2:14][CH2:13][C:5]2[N:6]([CH2:16][CH2:15][C:17]3[CH:22]=[CH:21][N:20]=[CH:19][CH:18]=3)[C:7]3[CH:8]=[CH:9][CH:10]=[CH:11][C:12]=3[C:4]=2[CH2:3]1 |f:5.6,^1:22|. Reaction SMILES: [C:1]([O:5][C:6](=[O:47])[NH:7][CH2:8][CH:9]1[CH2:12][N:11]([CH2:13][C:14]2[CH:19]=[CH:18][N:17]=[C:16]3[N:20]([S:37]([C:40]4[CH:45]=[CH:44][C:43]([CH3:46])=[CH:42][CH:41]=4)(=[O:39])=[O:38])[C:21]([C:23]4[C:31]5[C:26](=[CH:27][C:28]([O:34][CH3:35])=[C:29]([O:32][CH3:33])[CH:30]=5)[N:25]([CH3:36])[CH:24]=4)=[CH:22][C:15]=23)[CH2:10]1)([CH3:4])([CH3:3])[CH3:2].[OH-].[K+]>>[C:1]([O:5][C:6](=[O:47])[NH:7][CH2:8][CH:9]1[CH2:12][N:11]([CH2:13][C:14]2[CH:19]=[CH:18][N:17]=[C:16]3[NH:20][C:21]([C:23]4[C:31]5[C:26](=[CH:27][C:28]([O:34][CH3:35])=[C:29]([O:32][CH3:33])[CH:30]=5)[N:25]([CH3:36])[CH:24]=4)=[CH:22][C:15]=23)[CH2:10]1)([CH3:3])([CH3:4])[CH3:2].[C:1]([O:5][C:6](=[O:47])[NH:7][CH2:8][CH:9]1[CH2:10][N:11]([CH2:13][C:14]2[CH:19]=[CH:18][N:17]=[C:16]3[N:20]([S:37]([C:40]4[CH:45]=[CH:44][C:43]([CH3:46])=[CH:42][CH:41]=4)(=[O:39])=[O:38])[C:21]([C:23]4[C:31]5[C:26](=[CH:27][C:28]([O:34][CH3:35])=[C:29]([O:32][CH3:33])[CH:30]=5)[N:25]([CH3:36])[CH:24]=4)=[CH:22][C:15]=23)[CH2:12]1)([CH3:4])([CH3:3])[CH3:2] |f:1.2|. The product is C(C)(C)(C)OC(NCC1CN(C1)CC1=C2C(=NC=C1)NC(=C2)C2=CN(C1=CC(=C(C=C21)OC)OC)C)=O ({1-[2-(5,6-Dimethoxy-1-methyl-1H-indol-3-yl)-1H-pyrrolo[2,3-b]pyrid-4-ylmethyl]azetidin-3-ylmethyl}carbamic acid tert-butyl ester), C(C)(C)(C)OC(NCC1CN(C1)CC1=C2C(=NC=C1)N(C(=C2)C2=CN(C1=CC(=C(C=C21)OC)OC)C)S(=O)(=O)C2=CC=C(C=C2)C)=O ({1-[2-(5,6-dimethoxy-1-methyl-1H-indol-3-yl)-1-(toluene-4-sulfonyl)-1H-pyrrolo[2,3-b]pyrid-4-ylmethyl]azetidin-3-ylmethyl}carbamic acid tert-butyl ester). Isolated yield 49.3%. Procedure details: {1-[2-(5,6-Dimethoxy-1-methyl-1H-indol-3-yl)-1H-pyrrolo[2,3-b]pyrid-4-ylmethyl]azetidin-3-ylmethyl}carbamic acid tert-butyl ester is prepared as described in Example 179a starting With 0.15 g of {1-[2-(5,6-dimethoxy-1-methyl-1H-indol-3-yl)-1-(toluene-4-sulfonyl)-1H-pyrrolo[2,3-b]pyrid-4-ylmethyl]azetidin-3-ylmethyl}carbamic acid tert-butyl ester instead of the [2-(5,6-dimethoxy-1-methyl-1H-indol-3-yl)-1-(toluene-4-sulfonyl)-1H-pyrrolo[2,3-b]pyrid-4-ylmethyl](4-trifluoromethylsulfanylbenzyl)amine... Reactants: C(C)(C)(C)OC(NCC1CN(C1)CC1=C2C(=NC=C1)N(C(=C2)C2=CN(C1=CC(=C(C=C21)OC)OC)C)S(=O)(=O)C2=CC=C(C=C2)C)=O ({1-[2-(5,6-dimethoxy-1-methyl-1H-indol-3-yl)-1-(toluene-4-sulfonyl)-1H-pyrrolo[2,3-b]pyrid-4-ylmethyl]azetidin-3-ylmethyl}carbamic acid tert-butyl ester), [OH-].[K+] (potassium hydroxide). Reactants: CCOC(=O)c1cn2ncc(C#N)c(Nc3ccc(Sc4nccn4C)c(Cl)c3)c2c1C, C1CCOC1, CCO, CCOC(C)=O, Cl, [Na+], [OH-]. Product: Cc1c(C(=O)O)cn2ncc(C#N)c(Nc3ccc(Sc4nccn4C)c(Cl)c3)c12. RXN SMILES: [CH2:1]([CH3:2])[O:3][C:4](=[O:5])[c:6]1[c:7]([CH3:32])[c:8]2[n:9]([n:10][cH:11][c:12]([C:29]#[N:30])[c:13]2[NH:14][c:15]2[cH:16][c:17]([Cl:28])[c:18]([S:21][c:22]3[n:23]([CH3:27])[cH:24][cH:25][n:26]3)[cH:19][cH:20]2)[cH:31]1.[CH2:38]1[O:39][CH2:40][CH2:41][CH2:42]1.[CH3:35][CH2:36][OH:37].[CH3:44][CH2:45][O:46][C:47]([CH3:48])=[O:49].[ClH:43].[Na+:34].[OH-:33]>>[O:3]=[C:4]([OH:5])[c:6]1[c:7]([CH3:32])[c:8]2[n:9]([n:10][cH:11][c:12]([C:29]#[N:30])[c:13]2[NH:14][c:15]2[cH:16][c:17]([Cl:28])[c:18]([S:21][c:22]3[n:23]([CH3:27])[cH:24][cH:25][n:26]3)[cH:19][cH:20]2)[cH:31]1. Reactants: C(C)(=O)OC1=C2C=3C(C(NC3C=C1)=O)(CCC2)CCCCN2C(CNCC2)C2=C(C=CC=C2)OC (6-acetoxy-2a-[4-(2-methoxyphenylpiperazinyl)butyl]-2a,3,4,5-tetrahydrobenz[cd]indole-2(1H) -one), C[O-].[Na+] (sodium methoxide). Run in CO (methanol), CO (methanol). Reaction conditions: time 3 hour. Product: OC1=C2C=3C(C(NC3C=C1)=O)(CCC2)CCCCN2C(CNCC2)C2=C(C=CC=C2)OC (6-Hydroxy-2a-[4-(2-methoxyphenylpiperazinyl)butyl]-2a,3,4.5-tetrahydrobenz[cd]indole-2(1H)-one). Reaction SMILES: C([O:4][C:5]1[CH:13]=[CH:12][C:11]2[NH:10][C:9](=[O:14])[C:8]3([CH2:18][CH2:19][CH2:20][CH2:21][N:22]4[CH2:27][CH2:26][NH:25][CH2:24][CH:23]4[C:28]4[CH:33]=[CH:32][CH:31]=[CH:30][C:29]=4[O:34][CH3:35])[CH2:15][CH2:16][CH2:17][C:6]=1[C:7]=23)(=O)C.C[O-].[Na+]>CO>[OH:4][C:5]1[CH:13]=[CH:12][C:11]2[NH:10][C:9](=[O:14])[C:8]3([CH2:18][CH2:19][CH2:20][CH2:21][N:22]4[CH2:27][CH2:26][NH:25][CH2:24][CH:23]4[C:28]4[CH:33]=[CH:32][CH:31]=[CH:30][C:29]=4[O:34][CH3:35])[CH2:15][CH2:16][CH2:17][C:6]=1[C:7]=23 |f:1.2|. Reported procedure: A methanol solution of 121 mg (0.25 mmol) of 6-acetoxy-2a-[4-(2-methoxyphenylpiperazinyl)butyl]-2a,3,4,5-tetrahydrobenz[cd]indole-2(1H) -one was mixed with 30 mg of methanol solution of sodium methoxide and the mixture was stirred at a room temperature for 3 hours. By evaporating the solvent under a reduced pressure and recrystallizing the resulting residue from chloroform-ethyl acetate, the title compound was obtained quantitatively. The reactants are BrC=1OC=CC1 (2-bromofuran), C([O-])([O-])=O.[Na+].[Na+] (sodium carbonate), C1(=CC=CC=C1)OB(O)O (phenyl boric acid). The reagents and catalysts are [Pd].C1(=CC=CC=C1)P(C1=CC=CC=C1)C1=CC=CC=C1.C1(=CC=CC=C1)P(C1=CC=CC=C1)C1=CC=CC=C1.C1(=CC=CC=C1)P(C1=CC=CC=C1)C1=CC=CC=C1.C1(=CC=CC=C1)P(C1=CC=CC=C1)C1=CC=CC=C1 (tetrakis (triphenylphosphine) palladium (0)). Run in CCCCCC (hexane). Product: C1(=CC=CC=C1)C=1OC=CC1 (2-phenylfuran), colorless liquid. Yield: 87.0%. Reaction SMILES: Br[C:2]1[O:3][CH:4]=[CH:5][CH:6]=1.C(=O)([O-])[O-].[Na+].[Na+].[C:13]1(OB(O)O)[CH:18]=[CH:17][CH:16]=[CH:15][CH:14]=1>[Pd].C1(P(C2C=CC=CC=2)C2C=CC=CC=2)C=CC=CC=1.C1(P(C2C=CC=CC=2)C2C=CC=CC=2)C=CC=CC=1.C1(P(C2C=CC=CC=2)C2C=CC=CC=2)C=CC=CC=1.C1(P(C2C=CC=CC=2)C2C=CC=CC=2)C=CC=CC=1.CCCCCC>[C:13]1([C:2]2[O:3][CH:4]=[CH:5][CH:6]=2)[CH:18]=[CH:17][CH:16]=[CH:15][CH:14]=1 |f:1.2.3,5.6.7.8.9|. Reported procedure: 2-phenylfuran was prepared by the method of Example 32C from 2-bromofuran (0.93 g, 6.3 mmol), sodium carbonate (18 ml of 2M aqueous solution), phenyl boric acid (0.93 g, 7.6 mmol) and tetrakis (triphenylphosphine) palladium (0) (0.36 g, 0.32 mmol). Flash chromatography with hexane provided 0.79 g (87% yield) of a colorless liquid.